The task is: describe an organic reaction: reactants, conditions, products, and yield. This data is from the Open Reaction Database (ORD), a public repository of structured organic reaction records. Starting materials: CN1C=NC(=C1)/C=C/C(=O)OCC (ethyl (E)-3-(1-methyl-1H-imidazol-4-yl)acrylate). The reagents and catalysts are [Pd] (palladium activated carbon). Solvent: O1CCCC1 (tetrahydrofuran). Product: CN1C=NC(=C1)CCC(=O)OCC (ethyl 3-(1-methyl-1H-imidazol-4-yl)propionate). Yield: 104.0%. As a reaction SMILES: [CH3:1][N:2]1[CH:6]=[C:5](/[CH:7]=[CH:8]/[C:9]([O:11][CH2:12][CH3:13])=[O:10])[N:4]=[CH:3]1>O1CCCC1.[Pd]>[CH3:1][N:2]1[CH:6]=[C:5]([CH2:7][CH2:8][C:9]([O:11][CH2:12][CH3:13])=[O:10])[N:4]=[CH:3]1. Procedure details: A solution of ethyl (E)-3-(1-methyl-1H-imidazol-4-yl)acrylate (2.5 g) in tetrahydrofuran (100 ml) was hydrogenated over 10% palladium activated carbon (0.2 g) at room temperature under 2 atmospheric pressure. After removal of catalyst by filtration through Celite pad, the filtrate was concentrated under reduced pressure to give ethyl 3-(1-methyl-1H-imidazol-4-yl)propionate (2.63 g). Reactants: COC(=O)C=1OC(=O)C2=CC=C(C=C2C1C1=CC=CC=C1)Cl (6-chloro-4-phenylisocoumarin-3-carboxylic acid methyl ester), CNN (methylhydrazine). Solvent: CO (methanol). Conditions: time 1 hour. The product is COC(=O)C=1N(C(C2=CC=C(C=C2C1C1=CC=CC=C1)Cl)=O)NC (6-chloro-2-methylamino-1-oxo-4-phenyl-1,2-dihydroisoquinoline-3-carboxylic acid methyl ester). The yield is 69.2%. Reaction SMILES: [CH3:1][O:2][C:3]([C:5]1[O:6][C:7]([C:9]2[C:14]([C:15]=1[C:16]1[CH:21]=[CH:20][CH:19]=[CH:18][CH:17]=1)=[CH:13][C:12]([Cl:22])=[CH:11][CH:10]=2)=O)=[O:4].[CH3:23][NH:24][NH2:25]>CO>[CH3:1][O:2][C:3]([C:5]1[N:25]([NH:24][CH3:23])[C:7](=[O:6])[C:9]2[C:14]([C:15]=1[C:16]1[CH:21]=[CH:20][CH:19]=[CH:18][CH:17]=1)=[CH:13][C:12]([Cl:22])=[CH:11][CH:10]=2)=[O:4]. Procedure details: To a solution of 6-chloro-4-phenylisocoumarin-3-carboxylic acid methyl ester (1.3 g) in methanol (15 ml) was added methylhydrazine (3.0 g) and the mixture was stirred at room temperature for 1 hr. The reaction mixture was concentrated, and the obtained residue was dissolved in methanol (15 ml). Sulfuric acid (1.5 ml) was added and the mixture was refluxed for 2 hrs. The reaction mixture was concentrated, and the residue was neutralized with aqueous sodium hydrogen carbonate and extracted with et... Reactants: C(C1=CC=CC=C1)N1CCN(CC1)CCCNS(=O)(=O)CCCCl (N-[3-(4-benzyl-1-piperazinyl)propyl]-3-chloro-1-propanesulfonamide), [Na] (Sodium). The solvent is C(C)O (ethanol), C(C)O (ethanol). Reaction conditions: time 1 day. Yields the product C(C1=CC=CC=C1)N1CCN(CC1)CCCN1S(CCC1)(=O)=O (2-[3-(4-Benzyl-1-piperazinyl)propyl]isothiazolidine-1,1-dione). As a reaction SMILES: [Na].[CH2:2]([N:9]1[CH2:14][CH2:13][N:12]([CH2:15][CH2:16][CH2:17][NH:18][S:19]([CH2:22][CH2:23][CH2:24]Cl)(=[O:21])=[O:20])[CH2:11][CH2:10]1)[C:3]1[CH:8]=[CH:7][CH:6]=[CH:5][CH:4]=1>C(O)C>[CH2:2]([N:9]1[CH2:14][CH2:13][N:12]([CH2:15][CH2:16][CH2:17][N:18]2[CH2:24][CH2:23][CH2:22][S:19]2(=[O:21])=[O:20])[CH2:11][CH2:10]1)[C:3]1[CH:8]=[CH:7][CH:6]=[CH:5][CH:4]=1 |^1:0|. Procedure: Sodium (0.23 g/10.0 mmol) was added to ethanol (20 ml). To the resulting solution was added N-[3-(4-benzyl-1-piperazinyl)propyl]-3-chloro-1-propanesulfonamide in ethanol (20 ml) and the mixture was stirred for 1 day at reflux temperature. The solvent was removed in vacuo and the residue was diluted with dichloromethane (50 ml) and water (50 ml). The aqueous layer was extracted with dichloromethane (50 ml). The combined extracts were washed with brine (50 ml), dried over magnesium sulfate, filter... Reactants: [H-].[Na+] (NaH), C(C=C)C1=C(C=CC(=C1)OCC1=CC=CC=C1)O (2-Allyl-4-benzyloxy-phenol), BrC(C(=O)OCC)(C)C (ethyl bromoisobutyrate). Run in CN(C)C=O (DMF). Conditions: time 30 minute. Product: C(C)OC(C(C)(C)OC1=C(C=C(C=C1)OCC1=CC=CC=C1)CC=C)=O (2-(2-Allyl-4-benzyloxy-phenoxy)-2-methyl-propionic acid ethyl ester). The yield is 95.2%. As a reaction SMILES: [CH2:1]([C:4]1[CH:9]=[C:8]([O:10][CH2:11][C:12]2[CH:17]=[CH:16][CH:15]=[CH:14][CH:13]=2)[CH:7]=[CH:6][C:5]=1[OH:18])[CH:2]=[CH2:3].[H-].[Na+].Br[C:22]([CH3:29])([CH3:28])[C:23]([O:25][CH2:26][CH3:27])=[O:24]>CN(C=O)C>[CH2:26]([O:25][C:23](=[O:24])[C:22]([O:18][C:5]1[CH:6]=[CH:7][C:8]([O:10][CH2:11][C:12]2[CH:17]=[CH:16][CH:15]=[CH:14][CH:13]=2)=[CH:9][C:4]=1[CH2:1][CH:2]=[CH2:3])([CH3:29])[CH3:28])[CH3:27] |f:1.2|. Procedure details: 2-Allyl-4-benzyloxy-phenol (WO 9728137 A1 19970807, Adams et al.) (6.04 g, 25.1 mmol) in dry DMF (75 mL) was cooled in an ice bath and treated with NaH (1.78 g, 44.5 mmol, 60% oil dispersion). After 30 min, the red reaction mixture was treated over 5 min with ethyl bromoisobutyrate (7.4 mL, 50 mmol). The cold bath was removed after 5 min. The reaction was stirred 20 min and placed in an oil bath (T=85° C.). After 18 h, the mixture was cooled and partitioned between brine (75 mL) and ether (200 m... Starting materials: [BH3-]C#N, O=Cc1cn(COCc2ccccc2)c2c(Cl)ncnc12, CO, Cl, CSCC(N)(CO)CO, [Na+]. Yields the product CSCC(CO)(CO)NCc1cn(COCc2ccccc2)c2c(Cl)ncnc12. Reaction SMILES: [C:32]([BH3-:33])#[N:34].[CH2:11]([c:12]1[cH:13][cH:14][cH:15][cH:16][cH:17]1)[O:18][CH2:19][n:20]1[cH:21][c:22]([CH:30]=[O:31])[c:23]2[n:24][cH:25][n:26][c:27]([Cl:29])[c:28]12.[CH3:36][OH:37].[ClH:10].[NH2:1][C:2]([CH2:3][OH:4])([CH2:5][OH:6])[CH2:7][S:8][CH3:9].[Na+:35]>>[NH:1]([C:2]([CH2:3][OH:4])([CH2:5][OH:6])[CH2:7][S:8][CH3:9])[CH2:30][c:22]1[cH:21][n:20]([CH2:19][O:18][CH2:11][c:12]2[cH:13][cH:14][cH:15][cH:16][cH:17]2)[c:28]2[c:23]1[n:24][cH:25][n:26][c:27]2[Cl:29]. Starting materials: NC=1C=C2C(=CC=NC2=CC1)Cl (6-Amino-4-chloroquinoline), C(C1=CC=CC=C1)=O (benzaldehyde), C(C)(=O)O[BH-](OC(C)=O)OC(C)=O.[Na+] (sodium tnacetoxyborohydride). Solvent: ClCCCl (1,2-dichloroethane), ClCCl (dichloromethane). The product is C(C1=CC=CC=C1)NC=1C=C2C(=CC(=NC2=CC1)C)Cl (Benzyl-(4-chloro-2-methylquinolin-6-yl)amine). Reaction SMILES: [NH2:1][C:2]1[CH:3]=[C:4]2[C:9](=[CH:10][CH:11]=1)[N:8]=[CH:7][CH:6]=[C:5]2[Cl:12].[CH:13](=O)[C:14]1[CH:19]=[CH:18][CH:17]=[CH:16][CH:15]=1.[C:21](O[BH-](OC(=O)C)OC(=O)C)(=O)C.[Na+]>ClCCCl.ClCCl>[CH2:13]([NH:1][C:2]1[CH:3]=[C:4]2[C:9](=[CH:10][CH:11]=1)[N:8]=[C:7]([CH3:21])[CH:6]=[C:5]2[Cl:12])[C:14]1[CH:19]=[CH:18][CH:17]=[CH:16][CH:15]=1 |f:2.3|. Reported procedure: 6-Amino-4-chloroquinoline (0.1 g; see step (ii) above), benzaldehyde (0.055 g) and sodium tnacetoxyborohydride (0.22 g) in 1,2-dichloroethane was stirred overnight. The mixture was diluted with dichloromethane and washed with water then dried (MgSO4), filtered and evaporated. The residue was purified by chromatography on silica eluting with a mixture of ethyl acetate and pentane. The desired fractions were concentrated and the sample evaporated to dryness to give the title compound as an oil. The product is COC1=CC(=CC2=CC=C(C=C12)C1=CC=2C(CCC(C2C=C1)(C)C)(C)C)C(=O)O (4-methoxy-6-(5,6,7,8-tetrahydro-5,5,8,8-tetramethyl-2-naphthyl)-2-naphthoic acid). Reported procedure: 0.8 g (2.1 mmoles) of the acid obtained in Example 2, dissolved in 10 ml of THF, are added drop by drop to a suspension of sodium hydride (0.113 g; 4.7 mmoles) in 10 ml of THF. After stirring for two hours at room temperature, 10 ml of dimethylformamide and 0.90 g (6.3 mmoles) of methyl iodide are added. After stirring for one hour, the mixture is poured into water and brought to pH 1 (concentrated hydrochloric acid). Following extraction by ether, the organic phase is decanted, then dried and e... The yield is 73.5%. Reaction SMILES: [OH:1][C:2]1[C:11]2[C:6](=[CH:7][CH:8]=[C:9]([C:12]3[CH:21]=[CH:20][C:19]4[C:18]([CH3:23])([CH3:22])[CH2:17][CH2:16][C:15]([CH3:25])([CH3:24])[C:14]=4[CH:13]=3)[CH:10]=2)[CH:5]=[C:4]([C:26]([OH:28])=[O:27])[CH:3]=1.[H-].[Na+].[CH3:31]I.Cl>C1COCC1.O.CN(C)C=O>[CH3:31][O:1][C:2]1[C:11]2[C:6](=[CH:7][CH:8]=[C:9]([C:12]3[CH:21]=[CH:20][C:19]4[C:18]([CH3:22])([CH3:23])[CH2:17][CH2:16][C:15]([CH3:24])([CH3:25])[C:14]=4[CH:13]=3)[CH:10]=2)[CH:5]=[C:4]([C:26]([OH:28])=[O:27])[CH:3]=1 |f:1.2|. Conditions: time 2 hour. Starting materials: [H-].[Na+] (sodium hydride), CI (methyl iodide), Cl (hydrochloric acid), OC1=CC(=CC2=CC=C(C=C12)C1=CC=2C(CCC(C2C=C1)(C)C)(C)C)C(=O)O (4-hydroxy-6-(5,6,7,8-tetrahydro-5,5,8,8-tetramethyl-2-naphthyl)-2-naphthoic acid). Run in C1CCOC1 (THF), CN(C=O)C (dimethylformamide), O (water), C1CCOC1 (THF).